From a dataset of the Open Reaction Database (ORD), a public repository of structured organic reaction records. describe an organic reaction: reactants, conditions, products, and yield Starting materials: COC(CCC(C)N1C(N(C2=C1C=CC=C2)CC2CN(C1=CC=CC(=C21)C)C)=O)=O (4-[3-(1,4-dimethyl-3H-indol-3-ylmethyl)-2-oxo-2,3-dihydro-benzimidazol-1-yl]-pentanoic acid methyl ester), LiOH monohydrate. Run in O1CCOCC1 (dioxane), O (H2O). Reaction conditions: time 4 hour. Yields the product CN1C=C(C2=C(C=CC=C12)C)CN1C(N(C2=C1C=CC=C2)C(CCC(=O)O)C)=O (4-{3-[(1,4-dimethyl-1H-indol-3-yl)methyl]-2-oxo-2,3-dihydro-1H-benzimidazol-1-yl}pentanoic acid). Yield: 14.5%. RXN SMILES: C[O:2][C:3](=[O:30])[CH2:4][CH2:5][CH:6]([N:8]1[C:12]2[CH:13]=[CH:14][CH:15]=[CH:16][C:11]=2[N:10]([CH2:17][CH:18]2[C:26]3[C:21](=[CH:22][CH:23]=[CH:24][C:25]=3[CH3:27])[N:20]([CH3:28])[CH2:19]2)[C:9]1=[O:29])[CH3:7]>O1CCOCC1.O>[CH3:28][N:20]1[C:21]2[C:26](=[C:25]([CH3:27])[CH:24]=[CH:23][CH:22]=2)[C:18]([CH2:17][N:10]2[C:11]3[CH:16]=[CH:15][CH:14]=[CH:13][C:12]=3[N:8]([CH:6]([CH3:7])[CH2:5][CH2:4][C:3]([OH:30])=[O:2])[C:9]2=[O:29])=[CH:19]1. Reported procedure: To a solution of 4-[3-(1,4-dimethyl-3H-indol-3-ylmethyl)-2-oxo-2,3-dihydro-benzimidazol-1-yl]-pentanoic acid methyl ester (120 mg, 0.3 mmol) in dioxane (2.5 ml) was added a solution of LiOH monohydrate (25 mg, 0.6 mmol) in H2O (2.5 mL). The solution was stirred at room temperature for 4 hours. The reaction mixture was quenched with 4M HCl in dioxane (250 □L) and concentrated. The resulting residue was purified by CombiFlash with 10% MeOH in dichloromethane as the eluent to afford the desired 4-{... Reactants: CN(C)C=O, CCOC(=O)CCc1ccc(OCc2ccc(CCl)cc2)cc1F, Cl, Fc1ccc(-c2cc(CCc3ccccc3)[nH]n2)cc1, [H-], [Na+]. Product: CCOC(=O)CCc1ccc(OCc2ccc(Cn3nc(-c4ccc(F)cc4)cc3CCc3ccccc3)cc2)cc1F. RXN SMILES: [CH3:48][N:49]([CH3:50])[CH:51]=[O:52].[Cl:23][CH2:24][c:25]1[cH:26][cH:27][c:28]([CH2:29][O:30][c:31]2[cH:32][c:33]([F:44])[c:34]([CH2:37][CH2:38][C:39](=[O:40])[O:41][CH2:42][CH3:43])[cH:35][cH:36]2)[cH:45][cH:46]1.[ClH:47].[F:1][c:2]1[cH:3][cH:4][c:5](-[c:8]2[n:9][nH:10][c:11]([CH2:13][CH2:14][c:15]3[cH:16][cH:17][cH:18][cH:19][cH:20]3)[cH:12]2)[cH:6][cH:7]1.[H-:21].[Na+:22]>>[F:1][c:2]1[cH:3][cH:4][c:5](-[c:8]2[n:9][n:10]([CH2:24][c:25]3[cH:26][cH:27][c:28]([CH2:29][O:30][c:31]4[cH:32][c:33]([F:44])[c:34]([CH2:37][CH2:38][C:39](=[O:40])[O:41][CH2:42][CH3:43])[cH:35][cH:36]4)[cH:45][cH:46]3)[c:11]([CH2:13][CH2:14][c:15]3[cH:16][cH:17][cH:18][cH:19][cH:20]3)[cH:12]2)[cH:6][cH:7]1.